From a dataset of the Open Reaction Database (ORD), a public repository of structured organic reaction records. describe an organic reaction: reactants, conditions, products, and yield Starting materials: C(=O)(Cl)Cl (phosgene), COCCS(=O)(=O)C1=C(C=CC=C1)S(=O)(=O)N (2-[(2-methoxyethyl)sulfonyl]benzenesulfonamide), C(CCC)N=C=O (n-butylisocyanate), 1,4-diaza[2.2.2]bicyclooctane. Run in xylenes. The product is COCCS(=O)(=O)C1=C(C=CC=C1)S(=O)(=O)N=C=O (2-[(2-methoxyethyl)sulfonyl]benzenesulfonyl isocyanate). Reaction SMILES: [CH3:1][O:2][CH2:3][CH2:4][S:5]([C:8]1[CH:13]=[CH:12][CH:11]=[CH:10][C:9]=1[S:14]([NH2:17])(=[O:16])=[O:15])(=[O:7])=[O:6].C(N=[C:23]=[O:24])CCC.C(Cl)(Cl)=O>>[CH3:1][O:2][CH2:3][CH2:4][S:5]([C:8]1[CH:13]=[CH:12][CH:11]=[CH:10][C:9]=1[S:14]([N:17]=[C:23]=[O:24])(=[O:16])=[O:15])(=[O:6])=[O:7]. Procedure details: A mixture of 2-[(2-methoxyethyl)sulfonyl]benzenesulfonamide (9.5 g, 0.034 mol), n-butylisocyanate (4.7 ml, 0.041 mol) and 1,4-diaza[2.2.2]bicyclooctane (0.1 g) in mixed xylenes (58 ml) was heated to 140° with stirring under nitrogen. Liquid phosgene (2.7 ml, 0.039 mol) was added at a rate to maintain an internal temperature between 125°-135°. When the addition was complete, the solution was refluxed for 2 hours, cooled to room temperature under nitrogen purge and then filtered under a nitrogen a... Reactants: FC(C(=O)O)(F)F (trifluoroacetic acid), C(C1=CC=CC=C1)OC([C@@H](NC([C@@H](N(C)C(=O)OC(C)(C)C)C)=O)C)=O (Boc-N-methyl-L-alanyl-L-alanine benzyl ester), C([O-])(O)=O.[Na+] (sodium bicarbonate). Solvent: ClCCl (dichloromethane), ClCCl (dichloromethane). Conditions: temperature -10 celsius, time 16 hour. Product: C(C1=CC=CC=C1)OC([C@@H](NC([C@@H](NC)C)=O)C)=O (N-Methyl-L-Alanyl-L-Alanine benzyl Ester). RXN SMILES: [CH2:1]([O:8][C:9](=[O:26])[C@H:10]([CH3:25])[NH:11][C:12](=[O:24])[C@H:13]([CH3:23])[N:14](C(OC(C)(C)C)=O)[CH3:15])[C:2]1[CH:7]=[CH:6][CH:5]=[CH:4][CH:3]=1.FC(F)(F)C(O)=O.C(=O)(O)[O-].[Na+]>ClCCl>[CH2:1]([O:8][C:9](=[O:26])[C@H:10]([CH3:25])[NH:11][C:12](=[O:24])[C@H:13]([CH3:23])[NH:14][CH3:15])[C:2]1[CH:3]=[CH:4][CH:5]=[CH:6][CH:7]=1 |f:2.3|. Procedure: To a stirred solution of 17 g (0.0466 mole) of Boc-N-methyl-L-alanyl-L-alanine benzyl ester in 150 ml of dry dichloromethane, cooled at -10° C., was added 100 ml trifluoroacetic acid, which was previously cooled at -10° C. The reaction mixture was stirred for 16 hours at -5° C., then poured carefully with good stirring into a mixture of 177 g of sodium bicarbonate, ice, and 150 ml of dichloromethane. The organic layer was separated and the aqueous layer was further extracted with another 60 ml o... The reactants are C(C)OP(=O)(CCCCC)C1=CC(=C(C=C1)Cl)[N+](=O)[O-] (ethyl(4-chloro-3-nitro-phenyl)-n-pentyl-phosphinate), CN (methylamine). Yields the product C(C)OP(=O)(CCCCC)C1=CC(=C(C=C1)NC)[N+](=O)[O-] (ethyl(4-methylamino-3-nitro-phenyl)-n-pentyl-phosphinate). RXN SMILES: [CH2:1]([O:3][P:4]([C:11]1[CH:16]=[CH:15][C:14](Cl)=[C:13]([N+:18]([O-:20])=[O:19])[CH:12]=1)([CH2:6][CH2:7][CH2:8][CH2:9][CH3:10])=[O:5])[CH3:2].[CH3:21][NH2:22]>>[CH2:1]([O:3][P:4]([C:11]1[CH:16]=[CH:15][C:14]([NH:22][CH3:21])=[C:13]([N+:18]([O-:20])=[O:19])[CH:12]=1)([CH2:6][CH2:7][CH2:8][CH2:9][CH3:10])=[O:5])[CH3:2]. Procedure: Prepared analogously to Example 7b from ethyl(4-chloro-3-nitro-phenyl)-n-pentyl-phosphinate and methylamine solution. Reactants: BrCCC1=CC=CC2=CC=CC=C12 (1-(2-bromoethyl)naphthalene), S(=O)(=O)(Cl)Cl (sulfonyl chloride). The product is BrCCC1=CC=C(C2=CC=CC=C12)S(=O)(=O)Cl (4-(2-bromoethyl)-naphthalenesulfonyl chloride). Reaction SMILES: [Br:1][CH2:2][CH2:3][C:4]1[C:13]2[C:8](=[CH:9][CH:10]=[CH:11][CH:12]=2)[CH:7]=[CH:6][CH:5]=1.[S:14](Cl)([Cl:17])(=[O:16])=[O:15]>>[Br:1][CH2:2][CH2:3][C:4]1[C:13]2[C:8](=[CH:9][CH:10]=[CH:11][CH:12]=2)[C:7]([S:14]([Cl:17])(=[O:16])=[O:15])=[CH:6][CH:5]=1. Procedure: 1-(2-bromoethyl)naphthalene and sulfonyl chloride can be allowed to react with each other to yield 4-(2-bromoethyl)-naphthalenesulfonyl chloride. Next, 4-(2-bromoethyl)-naphthalenesulfonyl chloride is esterified with methyl alcohol, and is then subjected to dehydrobromination, whereby methyl 4-ethenyl-1-naphthalenesulfonate as a target can be obtained. The reactants are [H-].[Na+] (sodium hydride), N1N=CC(=C1)C1=C2C(=NC=C1)N(C=C2)COCC[Si](C)(C)C (4-(1H-pyrazol-4-yl)-1-[2-(trimethylsilyl)ethoxy]methyl-1H-pyrrolo[2,3-b]pyridine), CN(C)C=O (DMF), BrC(C)CCC (2-bromopentane). Conditions: temperature 0 celsius, time 15 minute. Product: crude product, CC(CCC)N1N=CC(=C1)C1=C2C(=NC=C1)N(C=C2)COCC[Si](C)(C)C (4-[1-(1-methylbutyl)-1H-pyrazol-4-yl]-1-[2-(trimethylsilyl)ethoxy]methyl-1H-pyrrolo[2,3-b]pyridine). As a reaction SMILES: [NH:1]1[CH:5]=[C:4]([C:6]2[CH:11]=[CH:10][N:9]=[C:8]3[N:12]([CH2:15][O:16][CH2:17][CH2:18][Si:19]([CH3:22])([CH3:21])[CH3:20])[CH:13]=[CH:14][C:7]=23)[CH:3]=[N:2]1.CN(C=O)C.[H-].[Na+].Br[CH:31]([CH2:33][CH2:34][CH3:35])[CH3:32]>>[CH3:32][CH:31]([N:1]1[CH:5]=[C:4]([C:6]2[CH:11]=[CH:10][N:9]=[C:8]3[N:12]([CH2:15][O:16][CH2:17][CH2:18][Si:19]([CH3:22])([CH3:21])[CH3:20])[CH:13]=[CH:14][C:7]=23)[CH:3]=[N:2]1)[CH2:33][CH2:34][CH3:35] |f:2.3|. Reported procedure: 4-(1H-Pyrazol-4-yl)-1-[2-(trimethylsilyl)ethoxy]methyl-1H-pyrrolo[2,3-b]pyridine (50 mg, 0.0002 mol) (see, Example 231, Step 1) was dissolved in DMF (2 mL, 0.02 mol) and cooled at 0° C. This solution was treated with sodium hydride (7.0 mg, 0.00029 mol) (60% in oil) and stirred for 15 min. The mixture was then treated with 2-bromopentane (40 mg, 0.0002 mol) and was stirred for 5 h. The reaction was partitioned between ethyl acetate and water. The organic layer was washed with brine, dried over M... Reactants: CC(C)[Si](Oc1ccc(C(CCNC(=O)OC(C)(C)C)C(=O)OCc2ccccc2)cc1)(C(C)C)C(C)C, CCOC(C)=O. Yields the product CC(C)[Si](Oc1ccc(C(CCNC(=O)OC(C)(C)C)C(=O)O)cc1)(C(C)C)C(C)C. As a reaction SMILES: [C:1]([CH3:2])([CH3:3])([CH3:4])[O:5][C:6](=[O:7])[NH:8][CH2:9][CH2:10][CH:11]([C:12](=[O:13])[O:14][CH2:15][c:16]1[cH:17][cH:18][cH:19][cH:20][cH:21]1)[c:22]1[cH:23][cH:24][c:25]([O:28][Si:29]([CH:30]([CH3:31])[CH3:32])([CH:33]([CH3:34])[CH3:35])[CH:36]([CH3:37])[CH3:38])[cH:26][cH:27]1.[CH3:39][CH2:40][O:41][C:42]([CH3:43])=[O:44]>>[C:1]([CH3:2])([CH3:3])([CH3:4])[O:5][C:6](=[O:7])[NH:8][CH2:9][CH2:10][CH:11]([C:12](=[O:13])[OH:14])[c:22]1[cH:23][cH:24][c:25]([O:28][Si:29]([CH:30]([CH3:31])[CH3:32])([CH:33]([CH3:34])[CH3:35])[CH:36]([CH3:37])[CH3:38])[cH:26][cH:27]1. The reactants are CC(=O)O[BH-](OC(C)=O)OC(C)=O, O=C([O-])O, CC(=O)O, ClC(Cl)Cl, ClCCl, [Na+], [Na+], CC(C)(C)OC(=O)N(Cc1cc2c(cn1)OCCO2)C1CCNCC1, O=CCn1c(=O)ccc2ncc(-n3ccnc3)cc21. Yields the product CC(C)(C)OC(=O)N(Cc1cc2c(cn1)OCCO2)C1CCN(CCn2c(=O)ccc3ncc(-n4ccnc4)cc32)CC1. RXN SMILES: [C:45]([O:46][BH-:47]([O:48][C:49](=[O:50])[CH3:51])[O:52][C:53](=[O:54])[CH3:55])(=[O:56])[CH3:57].[C:59](=[O:60])([O-:61])[OH:62].[CH3:71][C:72](=[O:73])[OH:74].[CH:67]([Cl:68])([Cl:69])[Cl:70].[Cl:64][CH2:65][Cl:66].[Na+:58].[Na+:63].[O:20]1[CH2:21][CH2:22][O:23][c:24]2[cH:25][n:26][c:27]([CH2:30][N:31]([C:32]([O:33][C:34]([CH3:35])([CH3:36])[CH3:37])=[O:38])[CH:39]3[CH2:40][CH2:41][NH:42][CH2:43][CH2:44]3)[cH:28][c:29]21.[n:1]1(-[c:6]2[cH:7][n:8][c:9]3[cH:10][cH:11][c:12](=[O:19])[n:13]([CH2:16][CH:17]=[O:18])[c:14]3[cH:15]2)[cH:2][n:3][cH:4][cH:5]1>>[n:1]1(-[c:6]2[cH:7][n:8][c:9]3[cH:10][cH:11][c:12](=[O:19])[n:13]([CH2:16][CH2:17][N:42]4[CH2:41][CH2:40][CH:39]([N:31]([CH2:30][c:27]5[n:26][cH:25][c:24]6[c:29]([cH:28]5)[O:20][CH2:21][CH2:22][O:23]6)[C:32]([O:33][C:34]([CH3:35])([CH3:36])[CH3:37])=[O:38])[CH2:44][CH2:43]4)[c:14]3[cH:15]2)[cH:2][n:3][cH:4][cH:5]1.